From a dataset of the Open Reaction Database (ORD), a public repository of structured organic reaction records. describe an organic reaction: reactants, conditions, products, and yield Starting materials: N(=[N+]=[N-])CC(C(C)(C)C)=O (azidopinacolone), Cl (HCl). The reagents and catalysts are [Pd] (Pd/C). The solvent is CO (methanol). Reaction conditions: time 2 hour. Product: Cl.NCC(C(C)(C)C)=O (aminopinacolone hydrochloride). As a reaction SMILES: [N:1]([CH2:4][C:5](=[O:10])[C:6]([CH3:9])([CH3:8])[CH3:7])=[N+]=[N-].[ClH:11]>[Pd].CO>[ClH:11].[NH2:1][CH2:4][C:5](=[O:10])[C:6]([CH3:9])([CH3:8])[CH3:7] |f:4.5|. Procedure: To a 2 L three-necked round-bottom flask fitted with a mechanical stirrer were added azidopinacolone (28.6 g, 203 mmol, 1.0 equiv), methanol (1145 mL), concentrated HCl (18 mL), and 10% Pd/C (3.5 g, 50% water wet). The reaction mixture was stirred under hydrogen at 20 psi for 2 h, the mixture was filtered through a pad of Celite, and the residue rinsed with methanol (2×50 mL). The filtrate was concentrated under reduced pressure at a temperature below 40° C. The resulting wet solid was azeotrope...